The task is: describe an organic reaction: reactants, conditions, products, and yield. This data is from the Open Reaction Database (ORD), a public repository of structured organic reaction records. The reactants are O=C1CCC(=O)N1Br, O=C(OOC(=O)c1ccccc1)c1ccccc1, ClC(Cl)(Cl)Cl, CCOC(=O)c1sc(-c2ccccc2)nc1C. Product: CCOC(=O)c1sc(-c2ccccc2)nc1CBr. RXN SMILES: [Br:18][N:19]1[C:20](=[O:21])[CH2:22][CH2:23][C:24]1=[O:25].[C:26]([O:27][O:28][C:29](=[O:30])[c:31]1[cH:32][cH:33][cH:34][cH:35][cH:36]1)(=[O:37])[c:38]1[cH:39][cH:40][cH:41][cH:42][cH:43]1.[C:44]([Cl:45])([Cl:46])([Cl:47])[Cl:48].[CH2:1]([CH3:2])[O:3][C:4](=[O:5])[c:6]1[c:7]([CH3:17])[n:8][c:9](-[c:11]2[cH:12][cH:13][cH:14][cH:15][cH:16]2)[s:10]1>>[CH2:1]([CH3:2])[O:3][C:4](=[O:5])[c:6]1[c:7]([CH2:17][Br:18])[n:8][c:9](-[c:11]2[cH:12][cH:13][cH:14][cH:15][cH:16]2)[s:10]1. Reactants: C([O-])([O-])=O.[K+].[K+] (potassium carbonate), BrC1=CC(=C(S1)C(=O)OC)NC(C(F)(F)F)=O (methyl 5-bromo-3-[(trifluoroacetyl)amino]thiophene-2-carboxylate), BrCC1=CC(=CC=C1)[N+](=O)[O-] (1-(bromomethyl)-3-nitrobenzene), C([O-])([O-])=O.[Cs+].[Cs+] (cesium carbonate). Solvent: O (water), CO (MeOH), CN(C)C=O (DMF), O (water). Conditions: temperature 70 celsius, time 1 hour. The product is BrC1=CC(=C(S1)C(=O)OC)NCC1=CC(=CC=C1)[N+](=O)[O-] (methyl 5-bromo-3-[(3-nitrobenzyl)amino]thiophene-2-carboxylate). Isolated yield 88.3%. Reaction SMILES: [Br:1][C:2]1[S:6][C:5]([C:7]([O:9][CH3:10])=[O:8])=[C:4]([NH:11][C:12](=O)[C:13](F)(F)F)[CH:3]=1.Br[CH2:19][C:20]1C=C[CH:23]=[C:22]([N+:26]([O-:28])=[O:27])[CH:21]=1.C(=O)([O-])[O-].[Cs+].[Cs+].C(=O)([O-])[O-].[K+].[K+]>O.CO.CN(C=O)C>[Br:1][C:2]1[S:6][C:5]([C:7]([O:9][CH3:10])=[O:8])=[C:4]([NH:11][CH2:12][C:13]2[CH:19]=[CH:20][CH:21]=[C:22]([N+:26]([O-:28])=[O:27])[CH:23]=2)[CH:3]=1 |f:2.3.4,5.6.7|. Reported procedure: A mixture of methyl 5-bromo-3-[(trifluoroacetyl)amino]thiophene-2-carboxylate (500 mg, 1.51 mmol), 1-(bromomethyl)-3-nitrobenzene (490 mg, 2.27 mmol), cesium carbonate (1.23 g, 3.78 mmol) and DMF (10 mL) was stirred at 70° C. for 1 h. Then, water was added to quench the reaction. The organic materials were extracted with EtOAc. The combined extracts were washed with water and brine, dried over Na2SO4 and filtered. After removal of the solvent at reduced pressure, the residue was purified by colu... The reactants are hydrochloride salt, COC=1C=C(C=CC1)C1=CC(=CC=2CC(OC21)COS(=O)(=O)C2=CC=C(C=C2)C)C2=CC=CC=C2 ((±)-{[7-(3-methoxyphenyl)-5-phenyl-2,3-dihydro-1-benzofuran-2-yl]methyl}4-methylbenzenesulfonate), CN (methylamine). The product is COC=1C=C(C=CC1)C1=CC(=CC=2CC(OC21)CNC)C2=CC=CC=C2 ((±)-{[7-(3-methoxyphenyl)-5-phenyl-2,3-dihydro-1-benzofuran-2-yl]methyl}methylamine). Reaction SMILES: [CH3:1][O:2][C:3]1[CH:4]=[C:5]([C:9]2[C:17]3[O:16][CH:15]([CH2:18]OS(C4C=CC(C)=CC=4)(=O)=O)[CH2:14][C:13]=3[CH:12]=[C:11]([C:30]3[CH:35]=[CH:34][CH:33]=[CH:32][CH:31]=3)[CH:10]=2)[CH:6]=[CH:7][CH:8]=1.[CH3:36][NH2:37]>>[CH3:1][O:2][C:3]1[CH:4]=[C:5]([C:9]2[C:17]3[O:16][CH:15]([CH2:18][NH:37][CH3:36])[CH2:14][C:13]=3[CH:12]=[C:11]([C:30]3[CH:35]=[CH:34][CH:33]=[CH:32][CH:31]=3)[CH:10]=2)[CH:6]=[CH:7][CH:8]=1. Procedure: The title compound was prepared (0.053 g, 67%) following the general procedure of Example 390 as a white solid, hydrochloride salt from (±)-{[7-(3-methoxyphenyl)-5-phenyl-2,3-dihydro-1-benzofuran-2-yl]methyl}4-methylbenzenesulfonate (0.10 g, 0.21 mmol) and methylamine (0.30 g, 9.8 mmol). mp 206-209° C. Starting materials: aldehydes, COC1=CC=C(C=C1)C (p-methoxytoluene), C1(=CC=CC=C1)C.O(C1=CC=CC=C1)C1=CC=C(C=C1)C (p-phenoxytoluene toluene). Reagents/catalysts: [Sb].[Cs].[Tl].[V] (vanadium-thallium-cesium-antimony), [P].[K].[Cs].[V].[Co]=O.[Fe] (vanadium-cesium-potassium-phosphorus iron-cobalt-oxide). The product is methoxy, C(C)(C)(C)C1=CC=C(C=O)C=C1 (p-tert-butylbenzaldehyde). Isolated yield 56.0%. RXN SMILES: CO[C:3]1[CH:8]=[CH:7][C:6]([CH3:9])=[CH:5][CH:4]=1.[C:10]1([CH3:16])[CH:15]=CC=C[CH:11]=1.[O:17](C1C=CC(C)=CC=1)C1C=CC=CC=1>[Sb].[Cs].[Tl].[V].[P].[K].[Cs].[V].[Co]=O.[Fe]>[C:10]([C:3]1[CH:4]=[CH:5][C:6]([CH:9]=[O:17])=[CH:7][CH:8]=1)([CH3:16])([CH3:15])[CH3:11] |f:1.2,3.4.5.6,7.8.9.10.11.12,^1:31,32,35,36|. Procedure: Higher yields are obtained in the oxidation of methoxy-, phenoxy- or tert-butyl-substituted toluenes, which has been traced back to the positive inductive effect of these groups (Grybowska, 1987; Ueshima, 1992; Constantini, 1986). Thus, p-methoxytoluene and p-phenoxytoluene toluene can be oxidized to the corresponding aldehydes (EP 226 640) at 450° C. on a vanadium-thallium-cesium-antimony catalyst or a vanadium-cesium-potassium-phosphorus-iron-cobalt-oxide catalyst at a yield of over 75%. On th... Product: CN(C(=O)Oc1ccc(NC(=O)CC2CCCCC2)cn1)c1ccccc1. RXN SMILES: [CH3:18][N:19]([C:20](=[O:21])[Cl:22])[c:23]1[cH:24][cH:25][cH:26][cH:27][cH:28]1.[CH3:38][N:39]([CH3:40])[CH:41]=[O:42].[CH:1]1([CH2:7][C:8](=[O:9])[NH:10][c:11]2[cH:12][n:13][c:14]([OH:17])[cH:15][cH:16]2)[CH2:2][CH2:3][CH2:4][CH2:5][CH2:6]1.[N:29]12[CH2:30][CH2:31][N:32]([CH2:33][CH2:34]1)[CH2:35][CH2:36]2.[OH2:37]>>[CH:1]1([CH2:7][C:8](=[O:9])[NH:10][c:11]2[cH:12][n:13][c:14]([O:17][C:20]([N:19]([CH3:18])[c:23]3[cH:24][cH:25][cH:26][cH:27][cH:28]3)=[O:21])[cH:15][cH:16]2)[CH2:2][CH2:3][CH2:4][CH2:5][CH2:6]1. The reactants are CN(C(=O)Cl)c1ccccc1, CN(C)C=O, O=C(CC1CCCCC1)Nc1ccc(O)nc1, C1CN2CCN1CC2, O. The reactants are N[C@@H]1[C@H](CCCC1)NC1CCN(CC1)C1(CN(CC1)C(=O)OCC)C (ethyl 3-[4-[[(1S,2S)-2-aminocyclohexyl]amino]-1-piperidyl]-3-methyl-pyrrolidine-1-carboxylate), C(=O)(N1C=NC=C1)N1C=NC=C1 (1,1′-carbonyldiimidazole). The solvent is C(C)#N (acetonitrile). Reaction conditions: time 12 hour. The product is CC1(CN(CC1)C(=O)OCC)N1CCC(CC1)N1C(N[C@@H]2[C@@H]1CCCC2)=O (ethyl 3-methyl-3-{4-[(3aS,7aS)-2-oxooctahydro-1H-benzimidazol-1-yl]piperidin-1-yl}pyrrolidine-1-carboxylate). Isolated yield 7.0%. Reaction SMILES: [NH2:1][C@H:2]1[CH2:7][CH2:6][CH2:5][CH2:4][C@@H:3]1[NH:8][CH:9]1[CH2:14][CH2:13][N:12]([C:15]2([CH3:25])[CH2:19][CH2:18][N:17]([C:20]([O:22][CH2:23][CH3:24])=[O:21])[CH2:16]2)[CH2:11][CH2:10]1.[C:26](N1C=CN=C1)(N1C=CN=C1)=[O:27]>C(#N)C>[CH3:25][C:15]1([N:12]2[CH2:13][CH2:14][CH:9]([N:8]3[C@H:3]4[CH2:4][CH2:5][CH2:6][CH2:7][C@@H:2]4[NH:1][C:26]3=[O:27])[CH2:10][CH2:11]2)[CH2:19][CH2:18][N:17]([C:20]([O:22][CH2:23][CH3:24])=[O:21])[CH2:16]1. Procedure details: A solution of ethyl 3-[4-[[(1S,2S)-2-aminocyclohexyl]amino]-1-piperidyl]-3-methyl-pyrrolidine-1-carboxylate (600 mg, 1.70 mmol) in anhydrous acetonitrile (30 mL) was added with 1,1′-carbonyldiimidazole (551.92 mg, 3.40 mmol) and stirred at room temperature for 12 h. The solvent was removed in vacuo; the residue was dissolved in dichloromethane (60 mL), washed with water and brine and dried over anhydrous MgSO4. Concentrated in vacuo and the residue was purified by flash chromatography (dichlorom... Reaction SMILES: [CH3:1]SC1N=C(NC(C)C)N=C(NC)N=1.[CH3:15][CH2:16][NH:17][C:18]1[N:19]=[C:20]([NH:26][CH:27]([CH3:29])[CH3:28])[N:21]=[C:22]([S:24][CH3:25])[N:23]=1>>[CH3:25][S:24][C:22]1[N:21]=[C:20]([NH:26][CH:27]([CH3:28])[CH3:29])[N:19]=[C:18]([NH:17][CH:16]([CH3:1])[CH3:15])[N:23]=1. The reactants are CSC1=NC(=NC(=N1)NC(C)C)NC (2-Methylthio-4-isopropylamino-6-methylamino-1,3,5-triazine), CCNC=1N=C(N=C(N1)SC)NC(C)C (ametryne). Procedure: 2-Methylthio-4-isopropylamino-6-methylamino-1,3,5-triazine (ametryne Product: CSC1=NC(=NC(=N1)NC(C)C)NC(C)C (2-Methylthio-4,6-bis(isopropylamino)-1,3,5triazine).